The task is: describe an organic reaction: reactants, conditions, products, and yield. This data is from the Open Reaction Database (ORD), a public repository of structured organic reaction records. Starting materials: [C-]#N, CCCCCOc1ccc(-c2cnc(S(C)(=O)=O)nc2)cc1, CS(C)=O, [Na+], O. Product: CCCCCOc1ccc(-c2cnc(C#N)nc2)cc1. As a reaction SMILES: [C-:23]#[N:24].[CH3:1][S:2](=[O:3])(=[O:4])[c:5]1[n:6][cH:7][c:8](-[c:11]2[cH:12][cH:13][c:14]([O:17][CH2:18][CH2:19][CH2:20][CH2:21][CH3:22])[cH:15][cH:16]2)[cH:9][n:10]1.[CH3:26][S:27]([CH3:28])=[O:29].[Na+:25].[OH2:30]>>[c:5]1([C:23]#[N:24])[n:6][cH:7][c:8](-[c:11]2[cH:12][cH:13][c:14]([O:17][CH2:18][CH2:19][CH2:20][CH2:21][CH3:22])[cH:15][cH:16]2)[cH:9][n:10]1. The reactants are COC1=CC=C(C=C1)CCN1CCC(CC1)C(=O)OC (1-[2-(4-methoxyphenyl)ethyl]-4-piperidinecarboxylic acid, methyl ester), S1C=NC2=C1C=CC=C2 (benzothiazole), C(CCC)[Li] (n-butyllithium), solution. Solvent: O1CCCC1 (tetrahydrofuran), O1CCCC1 (tetrahydrofuran), CCCCCC (hexane). Run at temperature -78 celsius. The product is S1C(=NC2=C1C=CC=C2)C(=O)C2CCN(CC2)CCC2=CC=C(C=C2)OC ([2-Benzothiazolyl][1-[2-(4-methoxyphenyl)ethyl]-4-piperidinyl)methanone). RXN SMILES: [S:1]1[C:5]2[CH:6]=[CH:7][CH:8]=[CH:9][C:4]=2[N:3]=[CH:2]1.C([Li])CCC.[CH3:15][O:16][C:17]1[CH:22]=[CH:21][C:20]([CH2:23][CH2:24][N:25]2[CH2:30][CH2:29][CH:28]([C:31](OC)=[O:32])[CH2:27][CH2:26]2)=[CH:19][CH:18]=1>O1CCCC1.CCCCCC>[S:1]1[C:5]2[CH:6]=[CH:7][CH:8]=[CH:9][C:4]=2[N:3]=[C:2]1[C:31]([CH:28]1[CH2:29][CH2:30][N:25]([CH2:24][CH2:23][C:20]2[CH:21]=[CH:22][C:17]([O:16][CH3:15])=[CH:18][CH:19]=2)[CH2:26][CH2:27]1)=[O:32]. Procedure: Dissolve freshly distilled benzothiazole (3.41 g, 25.24 mmol) in anhydrous tetrahydrofuran (60 mL), place under an argon atmosphere and cool to -78° C. Add, by dropwise addition, n-butyllithium (15.14 mL of a 2.5M solution in hexane, 37.86 mmol) and stir briefly at -78° C. Add, by dropwise addition, a solution of 1-[2-(4-methoxyphenyl)ethyl]-4-piperidinecarboxylic acid, methyl ester (7.0 g, 25.24 mmol) in anhydrous tetrahydrofuran (40 mL). Stir for 1 hour at -78° C., quench with methanol (5 mL) ... Reactants: N(=C=O)C1=CC(=C(C=C1)C)C (4-isocyanato-1,2-dimethylbenzene), NC1=CC=C(C=C1)C1=CN=C(O1)C(=O)NC(C(=O)OC)C(C)C (methyl 2-(5-(4-aminophenyl)oxazole-2-carboxamido)-3-methylbutanoate). The product is CC=1C=C(C=CC1C)NC(NC1=CC=C(C=C1)C1=CN=C(O1)C(=O)NC(C(=O)OC)C(C)C)=O (Methyl 2-(5-(4-(3-(3,4-dimethylphenyl)ureido)phenyl)oxazole-2-carboxamido)-3-methylbutanoate). Isolated yield 82.0%. As a reaction SMILES: [N:1]([C:4]1[CH:9]=[CH:8][C:7]([CH3:10])=[C:6]([CH3:11])[CH:5]=1)=[C:2]=[O:3].[NH2:12][C:13]1[CH:18]=[CH:17][C:16]([C:19]2[O:23][C:22]([C:24]([NH:26][CH:27]([CH:32]([CH3:34])[CH3:33])[C:28]([O:30][CH3:31])=[O:29])=[O:25])=[N:21][CH:20]=2)=[CH:15][CH:14]=1>>[CH3:11][C:6]1[CH:5]=[C:4]([NH:1][C:2](=[O:3])[NH:12][C:13]2[CH:18]=[CH:17][C:16]([C:19]3[O:23][C:22]([C:24]([NH:26][CH:27]([CH:32]([CH3:34])[CH3:33])[C:28]([O:30][CH3:31])=[O:29])=[O:25])=[N:21][CH:20]=3)=[CH:15][CH:14]=2)[CH:9]=[CH:8][C:7]=1[CH3:10]. Procedure: The title compound was synthesized analogous to Example 1, using 4-isocyanato-1,2-dimethylbenzene and intermediate 1. Yield: 82%; 1H NMR (DMSO-d6, 300 MHz): δ 8.97 (d, 1H), 8.89 (s, 1H), 8.56 (s, 1H), 7.79 (s, 1H), 7.77 (d, 2H), 7.61 (d, 2H), 7.24 (dd, 1H), 7.19 (dd, 1H), 7.04 (d, 1H), 4.3, (m, 1H), 3.68 (s, 3H), 2.28 (m, 1H), 2.19 (s, 3H), 2.15 (s, 3H), 0.95 (d, 6H); MS (ES+): m/z 465 (M+1). The reactants are COC(=O)c1ccc(C(C)(C)C)c(C#N)c1, C1COCCO1, [Li+], [OH-]. Yields the product CC(C)(C)c1ccc(C(=O)O)cc1C#N. RXN SMILES: [C:1]([CH3:2])([CH3:3])([CH3:4])[c:5]1[c:6]([C:15]#[N:16])[cH:7][c:8]([C:9](=[O:10])[O:11][CH3:12])[cH:13][cH:14]1.[CH2:19]1[O:20][CH2:21][CH2:22][O:23][CH2:24]1.[Li+:18].[OH-:17]>>[C:1]([CH3:2])([CH3:3])([CH3:4])[c:5]1[c:6]([C:15]#[N:16])[cH:7][c:8]([C:9](=[O:10])[OH:11])[cH:13][cH:14]1. Reactants: CCN(C(C)C)C(C)C, COc1cc2c(c(N)c1OC)CCC2=O, CN(C)C=O. Yields the product COc1cc2c(c(NC(C)=O)c1OC)CCC2=O. As a reaction SMILES: [CH:16]([N:17]([CH:18]([CH3:19])[CH3:20])[CH2:23][CH3:24])([CH3:21])[CH3:22].[NH2:1][c:2]1[c:3]2[c:7]([cH:8][c:9]([O:13][CH3:14])[c:10]1[O:11][CH3:12])[C:6](=[O:15])[CH2:5][CH2:4]2.[O:25]=[CH:26][N:27]([CH3:28])[CH3:29]>>[NH:1]([c:2]1[c:3]2[c:7]([cH:8][c:9]([O:13][CH3:14])[c:10]1[O:11][CH3:12])[C:6](=[O:15])[CH2:5][CH2:4]2)[C:23]([CH3:24])=[O:25]. Reactants: N(=NC(C#N)(C)C)C(C#N)(C)C (2,2′-azobisisobutyronitrile), C(CC)C=1C(=O)NC(C1)=O (Propyl maleimide), C12C(CC(C=C1)C2)C(=O)OC(C)(C)C (t-butyl 5-norbornene-2-carboxylate), C12C(CC(C=C1)CC2)C(=O)OCCO (2-hydroxyethyl bicyclo[2,2,2]oct-5-ene-2-carboxylate). Run in O1CCCC1 (tetrahydrofuran). Yields the product C(CC)C=1C(=O)NC(C1)=O.C12C(CC(C=C1)C2)C(=O)OC(C)(C)C.C12C(CC(C=C1)CC2)C(=O)OCCO (propyl maleimide t-butyl 5-norbornene-2-carboxylate 2-hydroxyethyl bicyclo[2,2,2]oct-5-ene-2-carboxylate). Yield: 79.0%. Reaction SMILES: [CH2:1]([C:4]1[C:5]([NH:7][C:8](=[O:10])[CH:9]=1)=[O:6])[CH2:2][CH3:3].[CH:11]12[CH2:17][CH:14]([CH:15]=[CH:16]1)[CH2:13][CH:12]2[C:18]([O:20][C:21]([CH3:24])([CH3:23])[CH3:22])=[O:19].[CH:25]12[CH2:32][CH2:31][CH:28]([CH:29]=[CH:30]1)[CH2:27][CH:26]2[C:33]([O:35][CH2:36][CH2:37][OH:38])=[O:34].N(C(C)(C)C#N)=NC(C)(C)C#N>O1CCCC1>[CH2:1]([C:4]1[C:5]([NH:7][C:8](=[O:10])[CH:9]=1)=[O:6])[CH2:2][CH3:3].[CH:11]12[CH2:17][CH:14]([CH:15]=[CH:16]1)[CH2:13][CH:12]2[C:18]([O:20][C:21]([CH3:24])([CH3:23])[CH3:22])=[O:19].[CH:25]12[CH2:32][CH2:31][CH:28]([CH:29]=[CH:30]1)[CH2:27][CH:26]2[C:33]([O:35][CH2:36][CH2:37][OH:38])=[O:34] |f:5.6.7|. Procedure: Propyl maleimide (1 mol.), t-butyl 5-norbornene-2-carboxylate (0.5 mol.) and 2-hydroxyethyl bicyclo[2,2,2]oct-5-ene-2-carboxylate (0.5 mol) were dissolved in 50 g to 300 g of tetrahydrofuran (THF), 2 g to 15 g of 2,2′-azobisisobutyronitrile (AIBN) was added thereto, and the resulting solution was reacted at a temperature between 60° C. and 70° C. in a nitrogen atmosphere for 10 hours. After a high molecular weight was achieved by the reaction, the resultant product was precipitated in an ethyl e... Starting materials: COC(C1=C(C=C(C(=C1)OC)C(C)(C)C)Br)=O (2-bromo-4-tert-butyl-5-methoxybenzoic acid methyl ester), C(C1=CC=CC=C1)OC1=NC=CC=C1B1OC(C(O1)(C)C)(C)C (2-benzyloxy-3-(4,4,5,5-tetramethyl-[1,3,2]dioxaborolan-2-yl)pyridine), C(=O)([O-])[O-].[Na+].[Na+] (Na2CO3), CO (MeOH). Reagents/catalysts: C=1C=CC(=CC1)[P](C=2C=CC=CC2)(C=3C=CC=CC3)[Pd]([P](C=4C=CC=CC4)(C=5C=CC=CC5)C=6C=CC=CC6)([P](C=7C=CC=CC7)(C=8C=CC=CC8)C=9C=CC=CC9)[P](C=1C=CC=CC1)(C=1C=CC=CC1)C=1C=CC=CC1 (Pd(PPh3)4). Run in C(Cl)Cl (DCM). The product is COC(C1=C(C=C(C(=C1)OC)C(C)(C)C)C=1C(=NC=CC1)OCC1=CC=CC=C1)=O (2-(2-benzyloxypyridin-3-yl)-4-tert-butyl-5-methoxybenzoic acid methyl ester). The yield is 79.2%. As a reaction SMILES: [CH3:1][O:2][C:3](=[O:17])[C:4]1[CH:9]=[C:8]([O:10][CH3:11])[C:7]([C:12]([CH3:15])([CH3:14])[CH3:13])=[CH:6][C:5]=1Br.[CH2:18]([O:25][C:26]1[C:31](B2OC(C)(C)C(C)(C)O2)=[CH:30][CH:29]=[CH:28][N:27]=1)[C:19]1[CH:24]=[CH:23][CH:22]=[CH:21][CH:20]=1.C([O-])([O-])=O.[Na+].[Na+].CO>C1C=CC([P]([Pd]([P](C2C=CC=CC=2)(C2C=CC=CC=2)C2C=CC=CC=2)([P](C2C=CC=CC=2)(C2C=CC=CC=2)C2C=CC=CC=2)[P](C2C=CC=CC=2)(C2C=CC=CC=2)C2C=CC=CC=2)(C2C=CC=CC=2)C2C=CC=CC=2)=CC=1.C(Cl)Cl>[CH3:1][O:2][C:3](=[O:17])[C:4]1[CH:9]=[C:8]([O:10][CH3:11])[C:7]([C:12]([CH3:15])([CH3:14])[CH3:13])=[CH:6][C:5]=1[C:31]1[C:26]([O:25][CH2:18][C:19]2[CH:20]=[CH:21][CH:22]=[CH:23][CH:24]=2)=[N:27][CH:28]=[CH:29][CH:30]=1 |f:2.3.4,^1:52,54,73,92|. Procedure: step 2—A microwave vial was charged with 64 (903 mg, 3.00 mmol), 2-benzyloxy-3-(4,4,5,5-tetramethyl-[1,3,2]dioxaborolan-2-yl)pyridine (1.12 g, 3.60 mmol), Pd(PPh3)4 (173 mg, 0.15 mmol), Na2CO3 (950 mg, 9.00 mmol), MeOH (10 mL) and DCM (3 mL). The vial was sealed and irradiated at 115° C. for 30 min in microwave synthesizer. The reaction was quenched with H2O and extracted with DCM. The combined organics were dried (MgSO4) and concentrated under reduced pressure. The residue was purified by SiO2 ...